Dataset: the Open Reaction Database (ORD), a public repository of structured organic reaction records. Task: describe an organic reaction: reactants, conditions, products, and yield Product: ClC1=CC=C(C=C1)NC(=S)NC(CCC(C)(C)C)=N (1-(4-chlorophenyl)-3-(4,4-dimethylpentanimidoyl)-2-thiourea). RXN SMILES: [Na].Cl.[CH3:3][C:4]([CH3:11])([CH3:10])[CH2:5][CH2:6][C:7]([NH2:9])=[NH:8].[Cl:12][C:13]1[CH:18]=[CH:17][C:16]([N:19]=[C:20]=[S:21])=[CH:15][CH:14]=1>CC(C)=O>[Cl:12][C:13]1[CH:18]=[CH:17][C:16]([NH:19][C:20]([NH:8][C:7](=[NH:9])[CH2:6][CH2:5][C:4]([CH3:11])([CH3:10])[CH3:3])=[S:21])=[CH:15][CH:14]=1 |f:1.2,^1:0|. Starting materials: [Na] (sodium), Cl.CC(CCC(=N)N)(C)C (4,4-dimethylvaleramidine hydrochloride), ClC1=CC=C(C=C1)N=C=S (4-chlorophenyl isothiocyanate). The solvent is CC(=O)C (acetone), CC(=O)C (acetone). Procedure details: Following a procedure similar to that described in Example 1 but using 7.22 g. sodium in 705 ml. dry acetone, 51.7 g. 4,4-dimethylvaleramidine hydrochloride, and 53.2 g. 4-chlorophenyl isothiocyanate in 350 ml. dry acetone there was obtained 1-(4-chlorophenyl)-3-(4,4-dimethylpentanimidoyl)-2-thiourea; m.p. 135°-137° C. (from acetonitrile); hydrochloride (80.7 g.), m.p. 182°-186° C. As a reaction SMILES: [CH2:18]1[CH2:19][CH2:20][NH:21][CH2:22][CH2:23]1.[CH3:26][OH:27].[Cl:1][CH:2]([C:3](=[O:4])[c:5]1[c:6]([CH:14]([CH3:15])[CH3:16])[n:7][n:8]2[c:9]1[cH:10][cH:11][cH:12][cH:13]2)[CH3:17].[I-:24].[Na+:25]>>[CH:2]([C:3](=[O:4])[c:5]1[c:6]([CH:14]([CH3:15])[CH3:16])[n:7][n:8]2[c:9]1[cH:10][cH:11][cH:12][cH:13]2)([CH3:17])[N:21]1[CH2:20][CH2:19][CH2:18][CH2:23][CH2:22]1.[ClH:1]. Starting materials: C1CCNCC1, CO, CC(Cl)C(=O)c1c(C(C)C)nn2ccccc12, [I-], [Na+]. The product is CC(C)c1nn2ccccc2c1C(=O)C(C)N1CCCCC1, Cl. The reactants are B(OC(C)C)(OC(C)C)OC(C)C (triisopropyl borate), BrC=1C=C(C=C(C1)C)C (5-bromo-m-xylene), solution, C(CCC)[Li] (butyllithium). Run in CCCCCC (hexane). Run at time 20 minute. Yields the product CC=1C=C(C=C(C1)C)B(O)O (3,5-dimethylphenylboronic acid). RXN SMILES: Br[C:2]1[CH:3]=[C:4]([CH3:9])[CH:5]=[C:6]([CH3:8])[CH:7]=1.C([Li])CCC.[B:15](OC(C)C)([O:20]C(C)C)[O:16]C(C)C>CCCCCC>[CH3:8][C:6]1[CH:7]=[C:2]([B:15]([OH:20])[OH:16])[CH:3]=[C:4]([CH3:9])[CH:5]=1. Reported procedure: To a solution of 5-bromo-m-xylene (1.5 g in 15 mL of dry tetrahydrofuran) at -78° C. was added 6.4 mL of a 1.4M solution of butyllithium in hexane and the mixture stirred for 20 minutes. At this time triisopropyl borate (2.8 mL) was added and the mixture allowed to warm to room temperature. After 1.5 hours the reaction was concentrated in vacuo to 1/3 volume then cooled to 0° C. and treated with 2N hydrochloric acid (9 mL) followed by warming to room temperature. After 4 hours the mixture was ma... Reactants: CCO, Cl, CSC1C(=O)Nc2c(C(=O)c3ccccc3F)cccc21, [Sn]. Product: O=C1Cc2cccc(C(=O)c3ccccc3F)c2N1. Reaction SMILES: [CH3:24][CH2:25][OH:26].[ClH:23].[F:1][c:2]1[c:3]([C:4](=[O:5])[c:6]2[cH:7][cH:8][cH:9][c:10]3[c:14]2[NH:13][C:12](=[O:15])[CH:11]3[S:16][CH3:17])[cH:18][cH:19][cH:20][cH:21]1.[Sn:22]>>[F:1][c:2]1[c:3]([C:4](=[O:5])[c:6]2[cH:7][cH:8][cH:9][c:10]3[c:14]2[NH:13][C:12](=[O:15])[CH2:11]3)[cH:18][cH:19][cH:20][cH:21]1. Starting materials: CC(C)(C)OC(=O)NCCCCNC(c1ccccc1)c1ccccc1, CO, Cl. Product: NCCCCNC(c1ccccc1)c1ccccc1. RXN SMILES: [C:1]([O:2][C:3](=[O:4])[NH:7][CH2:8][CH2:9][CH2:10][CH2:11][NH:12][CH:13]([c:14]1[cH:15][cH:16][cH:17][cH:18][cH:19]1)[c:20]1[cH:21][cH:22][cH:23][cH:24][cH:25]1)([CH3:5])([CH3:6])[CH3:26].[CH3:28][OH:29].[ClH:27]>>[NH2:7][CH2:8][CH2:9][CH2:10][CH2:11][NH:12][CH:13]([c:14]1[cH:15][cH:16][cH:17][cH:18][cH:19]1)[c:20]1[cH:21][cH:22][cH:23][cH:24][cH:25]1. As a reaction SMILES: [CH2:14]([OH:15])[CH2:16][CH2:17][CH3:18].[CH3:11][NH2+:12][CH3:13].[Cl-:10].[nH:1]1[cH:2][cH:3][c:4]2[cH:5][cH:6][cH:7][n:8][c:9]12>>[nH:1]1[cH:2][c:3]([CH2:14][N:12]([CH3:11])[CH3:13])[c:4]2[cH:5][cH:6][cH:7][n:8][c:9]12. Product: CN(C)Cc1c[nH]c2ncccc12. The reactants are CCCCO, C[NH2+]C, [Cl-], c1cnc2[nH]ccc2c1. Starting materials: ( 7 ), [OH-].[Na+] (NaOH), IC=1N=C(NC1I)C1CC1 (4,5-diiodo-2-cyclopropyl-1H-imidazole), S(=O)([O-])[O-].[Na+].[Na+] (sodium sulfite), C1(CC1)C=1NC=CN1 (2-cyclopropyl-1H-imidazole), II (iodine). Yields the product C1(CC1)C=1NC(=CN1)I (2-Cyclopropyl-5-iodo-1H-imidazole). Reaction SMILES: C1(C2NC=CN=2)CC1.II.[OH-].[Na+].[I:13][C:14]1[N:15]=[C:16]([CH:20]2[CH2:22][CH2:21]2)[NH:17][C:18]=1I.S([O-])([O-])=O.[Na+].[Na+]>>[CH:20]1([C:16]2[NH:15][C:14]([I:13])=[CH:18][N:17]=2)[CH2:22][CH2:21]1 |f:2.3,5.6.7|. Reported procedure: The title compound was prepared in accordance with the literature reference of Cliff & Pyne, Synthesis-Stuttgart (7), 681–682(1994) by reacting 2-cyclopropyl-1H-imidazole with iodine in the presence of NaOH. The obtained 4,5-diiodo-2-cyclopropyl-1H-imidazole was then reacted with sodium sulfite to obtain the title compound. Starting materials: COc1cc(N)cc(OC)c1OC, CCOC(C)=O, CCN(C(C)C)C(C)C, Clc1ncnc(Cl)n1, CN(C)C=O. Yields the product COc1cc(Nc2ncnc(Cl)n2)cc(OC)c1OC. As a reaction SMILES: [CH3:18][O:19][c:20]1[cH:21][c:22]([NH2:23])[cH:24][c:25]([O:29][CH3:30])[c:26]1[O:27][CH3:28].[CH3:36][CH2:37][O:38][C:39]([CH3:40])=[O:41].[CH:9]([N:10]([CH2:11][CH3:12])[CH:13]([CH3:14])[CH3:15])([CH3:16])[CH3:17].[Cl:1][c:2]1[n:3][cH:4][n:5][c:6]([Cl:8])[n:7]1.[O:31]=[CH:32][N:33]([CH3:34])[CH3:35]>>[c:2]1([NH:23][c:22]2[cH:21][c:20]([O:19][CH3:18])[c:26]([O:27][CH3:28])[c:25]([O:29][CH3:30])[cH:24]2)[n:3][cH:4][n:5][c:6]([Cl:8])[n:7]1. Reactants: CCOCCO, N#Cc1cnc2cc3c(cc2c1Cl)ncn3CCN1CCOCC1, COc1cc(N)c(C)cc1Cl, Cl, [Na+], [Na+], O=C([O-])[O-], O, c1ccncc1. Yields the product COc1cc(Nc2c(C#N)cnc3cc4c(cc23)ncn4CCN2CCOCC2)c(C)cc1Cl. Reaction SMILES: [CH3:49][CH2:50][O:51][CH2:52][CH2:53][OH:54].[Cl:1][c:2]1[c:3]([C:23]#[N:24])[cH:4][n:5][c:6]2[cH:7][c:8]3[c:9]([cH:10][c:11]12)[n:12][cH:13][n:14]3[CH2:15][CH2:16][N:17]1[CH2:18][CH2:19][O:20][CH2:21][CH2:22]1.[Cl:25][c:26]1[cH:27][c:28]([CH3:35])[c:29]([NH2:30])[cH:31][c:32]1[O:33][CH3:34].[ClH:36].[Na+:43].[Na+:44].[O-:45][C:46](=[O:47])[O-:48].[OH2:55].[n:37]1[cH:38][cH:39][cH:40][cH:41][cH:42]1>>[c:2]1([NH:30][c:29]2[c:28]([CH3:35])[cH:27][c:26]([Cl:25])[c:32]([O:33][CH3:34])[cH:31]2)[c:3]([C:23]#[N:24])[cH:4][n:5][c:6]2[cH:7][c:8]3[c:9]([cH:10][c:11]12)[n:12][cH:13][n:14]3[CH2:15][CH2:16][N:17]1[CH2:18][CH2:19][O:20][CH2:21][CH2:22]1.